From a dataset of the Open Reaction Database (ORD), a public repository of structured organic reaction records. describe an organic reaction: reactants, conditions, products, and yield Starting materials: CC(=O)N1CC(C)(C)c2ccc(NC(=O)C=Cc3ccc(C(C)(C)C)cc3)cc21, CC(=O)N1CC(C)(C)c2ccc([N+](=O)[O-])cc21, CCOCC, Cl, O, O, Cl[Sn]Cl. Product: CC(C)(C)c1ccc(C=CC(=O)O)cc1. Reaction SMILES: [C:1]([N:2]1[c:3]2[c:4]([cH:5][cH:6][c:7]([NH:8][C:14]([CH:15]=[CH:16][c:17]3[cH:18][cH:19][c:20]([C:23]([CH3:24])([CH3:25])[CH3:26])[cH:21][cH:22]3)=[O:27])[cH:9]2)[C:10]([CH3:11])([CH3:12])[CH2:13]1)(=[O:28])[CH3:29].[C:30]([N:31]1[c:33]2[c:34]([cH:35][cH:36][c:37]([N+:38]([O-:39])=[O:40])[cH:41]2)[C:42]([CH3:43])([CH3:44])[CH2:45]1)(=[O:32])[CH3:46].[CH2:53]([O:54][CH2:55][CH3:56])[CH3:57].[ClH:52].[OH2:47].[OH2:48].[Sn:49]([Cl:50])[Cl:51]>>[C:14]([CH:15]=[CH:16][c:17]1[cH:18][cH:19][c:20]([C:23]([CH3:24])([CH3:25])[CH3:26])[cH:21][cH:22]1)([OH:27])=[O:32]. Reactants: Cl (hydrochloric acid), NCCCCNC1=NC=C(C=C1C)Cl (2-(4-Aminobutylamino)-5-chloro-3-methylpyridine), [N+](=O)([O-])NC1=NC=C(C(N1)=O)CC=1C=NC(=CC1)C (2-nitroamino-5-(6-methylpyrid-3ylmethyl)-4-pyrimidone). Solvent: O (water). Yields the product ClC=1C=C(C(=NC1)NCCCCNC1=NC=C(C(N1)=O)CC=1C=NC(=CC1)C)C (2-[4-(5-chloro-3-methylpyrid-2-ylamino)butylamino]-5-(6-methylpyrid-3-ylmethyl)-4-pyrimidone). The yield is 38.9%. RXN SMILES: [NH2:1][CH2:2][CH2:3][CH2:4][CH2:5][NH:6][C:7]1[C:12]([CH3:13])=[CH:11][C:10]([Cl:14])=[CH:9][N:8]=1.[N+](N[C:19]1[NH:24][C:23](=[O:25])[C:22]([CH2:26][C:27]2[CH:28]=[N:29][C:30]([CH3:33])=[CH:31][CH:32]=2)=[CH:21][N:20]=1)([O-])=O.Cl>O>[Cl:14][C:10]1[CH:11]=[C:12]([CH3:13])[C:7]([NH:6][CH2:5][CH2:4][CH2:3][CH2:2][NH:1][C:19]2[NH:24][C:23](=[O:25])[C:22]([CH2:26][C:27]3[CH:28]=[N:29][C:30]([CH3:33])=[CH:31][CH:32]=3)=[CH:21][N:20]=2)=[N:8][CH:9]=1. Procedure details: 2-(4-Aminobutylamino)-5-chloro-3-methylpyridine (1.81 g) and 2-nitroamino-5-(6-methylpyrid-3ylmethyl)-4-pyrimidone (1.95 g) were fused together on an oil bath at 140°-50° C. for 2 hr. On cooling the mixture was treated with water and dilute hydrochloric acid and some solid material removed at pH 4. On raising the pH to 5 a precipitate was obtained which on recrystallising twice from dimethyl formamide/water gave 2-[4-(5-chloro-3-methylpyrid-2-ylamino)butylamino]-5-(6-methylpyrid-3-ylmethyl)-4-py... Starting materials: COCCOC, CCOC(C)=O, CC(OC(=O)Nc1ccc(-c2c(C#N)c3ccc(B4OC(C)(C)C(C)(C)O4)cc3n2C2CCC2)cc1)C1CC1, Clc1ncccn1, [Cs+], [F-], c1ccc(P(c2ccccc2)(c2ccccc2)[Pd](P(c2ccccc2)(c2ccccc2)c2ccccc2)(P(c2ccccc2)(c2ccccc2)c2ccccc2)P(c2ccccc2)(c2ccccc2)c2ccccc2)cc1. Product: CC(OC(=O)Nc1ccc(-c2c(C#N)c3ccc(-c4ncccn4)cc3n2C2CCC2)cc1)C1CC1. Reaction SMILES: [CH3:49][O:50][CH2:51][CH2:52][O:53][CH3:54].[CH3:55][CH2:56][O:57][C:58]([CH3:59])=[O:60].[CH:1]1([CH:4]([CH3:5])[O:6][C:7]([NH:8][c:9]2[cH:10][cH:11][c:12](-[c:15]3[n:16]([CH:35]4[CH2:36][CH2:37][CH2:38]4)[c:17]4[cH:18][c:19]([B:26]5[O:27][C:28]([CH3:29])([CH3:30])[C:31]([CH3:32])([CH3:33])[O:34]5)[cH:20][cH:21][c:22]4[c:23]3[C:24]#[N:25])[cH:13][cH:14]2)=[O:39])[CH2:2][CH2:3]1.[Cl:40][c:41]1[n:42][cH:43][cH:44][cH:45][n:46]1.[Cs+:48].[F-:47].[cH:61]1[cH:62][cH:63][c:64]([P:65]([Pd:66]([P:67]([c:68]2[cH:69][cH:70][cH:71][cH:72][cH:73]2)([c:74]2[cH:75][cH:76][cH:77][cH:78][cH:79]2)[c:80]2[cH:81][cH:82][cH:83][cH:84][cH:85]2)([P:86]([c:87]2[cH:88][cH:89][cH:90][cH:91][cH:92]2)([c:93]2[cH:94][cH:95][cH:96][cH:97][cH:98]2)[c:99]2[cH:100][cH:101][cH:102][cH:103][cH:104]2)[P:105]([c:106]2[cH:107][cH:108][cH:109][cH:110][cH:111]2)([c:112]2[cH:113][cH:114][cH:115][cH:116][cH:117]2)[c:118]2[cH:119][cH:120][cH:121][cH:122][cH:123]2)([c:124]2[cH:125][cH:126][cH:127][cH:128][cH:129]2)[c:130]2[cH:131][cH:132][cH:133][cH:134][cH:135]2)[cH:136][cH:137]1>>[CH:1]1([CH:4]([CH3:5])[O:6][C:7]([NH:8][c:9]2[cH:10][cH:11][c:12](-[c:15]3[n:16]([CH:35]4[CH2:36][CH2:37][CH2:38]4)[c:17]4[cH:18][c:19](-[c:41]5[n:42][cH:43][cH:44][cH:45][n:46]5)[cH:20][cH:21][c:22]4[c:23]3[C:24]#[N:25])[cH:13][cH:14]2)=[O:39])[CH2:2][CH2:3]1. The reactants are COc1ccc(-c2ccc(Cl)nn2)cc1OC1CCCC1, NCc1ccccc1. Yields the product COc1ccc(-c2ccc(NCc3ccccc3)nn2)cc1OC1CCCC1. RXN SMILES: [Cl:1][c:2]1[n:3][n:4][c:5](-[c:8]2[cH:9][c:10]([O:16][CH:17]3[CH2:18][CH2:19][CH2:20][CH2:21]3)[c:11]([O:14][CH3:15])[cH:12][cH:13]2)[cH:6][cH:7]1.[NH2:22][CH2:23][c:24]1[cH:25][cH:26][cH:27][cH:28][cH:29]1>>[c:2]1([NH:22][CH2:23][c:24]2[cH:25][cH:26][cH:27][cH:28][cH:29]2)[n:3][n:4][c:5](-[c:8]2[cH:9][c:10]([O:16][CH:17]3[CH2:18][CH2:19][CH2:20][CH2:21]3)[c:11]([O:14][CH3:15])[cH:12][cH:13]2)[cH:6][cH:7]1. The reactants are [BH4-].[Na+] (sodium borohydride), S1C(=CC=C1)CC#N (thiophene-2-acetonitrile), BrCCCO[Si](C)(C)C(C)(C)C ((3-bromopropoxy)-tert-butyldimethylsilane). Solvent: CN(C)C=O (DMF). Run at time 20 minute. Yields the product C(#N)C(CCO)C=1SC=CC1 (3-cyano-3-(2-thienyl)propanol). Yield: 46.9%. As a reaction SMILES: [BH4-].[Na+].[S:3]1[CH:7]=[CH:6][CH:5]=[C:4]1[CH2:8][C:9]#[N:10].BrC[CH2:13][CH2:14][O:15][Si](C(C)(C)C)(C)C>CN(C=O)C>[C:9]([CH:8]([C:4]1[S:3][CH:7]=[CH:6][CH:5]=1)[CH2:13][CH2:14][OH:15])#[N:10] |f:0.1|. Procedure details: Under a nitrogen atmosphere, sodium borohydride (650 mg) was added in an ice bath to a DMF solution (25 ml) of thiophene-2-acetonitrile (1 g) and (3-bromopropoxy)-tert-butyldimethylsilane (2.06 g). After 20 minutes, the organic layer was separated by adding an aqueous saturated ammonium chloride and ethyl acetate were added thereto. The resulting organic layer was washed with water and brine, and dried over anhydrous magnesium sulfate. After filtering off the drying agent, the mixture was evapor...